From a dataset of the Open Reaction Database (ORD), a public repository of structured organic reaction records. describe an organic reaction: reactants, conditions, products, and yield The reactants are COC(=O)C(C)(C)CCOc1ccc(C(=O)N2c3ccccc3C(N(C(C)=O)c3ccc(Cl)cc3C)CC2C)cc1, CO, [Na+], C1CCOC1, [OH-], O. The product is CC(=O)N(c1ccc(Cl)cc1C)C1CC(C)N(C(=O)c2ccc(OCCC(C)(C)C(=O)O)cc2)c2ccccc21. RXN SMILES: [C:1]([CH3:2])(=[O:3])[N:4]([CH:5]1[CH2:6][CH:7]([CH3:33])[N:8]([C:15](=[O:16])[c:17]2[cH:18][cH:19][c:20]([O:21][CH2:22][CH2:23][C:24]([C:25](=[O:26])[O:27][CH3:28])([CH3:29])[CH3:30])[cH:31][cH:32]2)[c:9]2[cH:10][cH:11][cH:12][cH:13][c:14]21)[c:34]1[c:35]([CH3:41])[cH:36][c:37]([Cl:40])[cH:38][cH:39]1.[CH3:49][OH:50].[Na+:43].[O:44]1[CH2:45][CH2:46][CH2:47][CH2:48]1.[OH-:42].[OH2:51]>>[C:1]([CH3:2])(=[O:3])[N:4]([CH:5]1[CH2:6][CH:7]([CH3:33])[N:8]([C:15](=[O:16])[c:17]2[cH:18][cH:19][c:20]([O:21][CH2:22][CH2:23][C:24]([C:25](=[O:26])[OH:27])([CH3:29])[CH3:30])[cH:31][cH:32]2)[c:9]2[cH:10][cH:11][cH:12][cH:13][c:14]21)[c:34]1[c:35]([CH3:41])[cH:36][c:37]([Cl:40])[cH:38][cH:39]1. The product is O(C1=CC=CC=C1)C1CCC2(OCCO2)CC1 (8-phenoxy-1,4-dioxa-spiro[4.5]decane). Reported procedure: 440 mg of 60% sodium hydride in mineral oil (0.12 mmole) were stirred in 9 ml absolute dimethylformamide under a nitrogen atmosphere. 1.1 g (0.12 mmole) phenol were added, followed by 3.1 g (10 mmole) toluene-4-sulphonic acid-1,4-dioxaspiro[4.5]dec-8-yl ester (Gray et al., J. Org. Chem., 35, (1970), 1525-1533), dissolved in 6 ml dimethylformamide. The batch was stirred for 2 hours at a temperature between 80° C. and 85° C. After cooling, the batch was poured on to ice and extracted with ether, a... Solvent: CN(C=O)C (dimethylformamide), CN(C=O)C (dimethylformamide). The reactants are C1(=CC=CC=C1)O (phenol), O1CCOC12CCC(CC2)OS(=O)(=O)C2=CC=C(C=C2)C (toluene-4-sulphonic acid-1,4-dioxaspiro[4.5]dec-8-yl ester), [H-].[Na+] (sodium hydride), oil. Run at time 2 hour. Reaction SMILES: [H-].[Na+].[C:3]1([OH:9])[CH:8]=[CH:7][CH:6]=[CH:5][CH:4]=1.[O:10]1[C:14]2([CH2:19][CH2:18][CH:17](OS(C3C=CC(C)=CC=3)(=O)=O)[CH2:16][CH2:15]2)[O:13][CH2:12][CH2:11]1>CN(C)C=O>[O:9]([CH:17]1[CH2:18][CH2:19][C:14]2([O:13][CH2:12][CH2:11][O:10]2)[CH2:15][CH2:16]1)[C:3]1[CH:8]=[CH:7][CH:6]=[CH:5][CH:4]=1 |f:0.1|. Starting materials: CC(C)(C)O, CN(C)c1ccncc1, C(=NC1CCCCC1)=NC1CCCCC1, ClCCl, C=CCC(C)C(OC(=O)OCC(Cl)(Cl)Cl)C(C)C(=O)C(C)(C)C(O[Si](CC)(CC)CC)C(C)C(=O)O. Yields the product C=CCC(C)C(OC(=O)OCC(Cl)(Cl)Cl)C(C)C(=O)C(C)(C)C(O[Si](CC)(CC)CC)C(C)C(=O)OC(C)(C)C. RXN SMILES: [CH3:37][C:38]([CH3:39])([CH3:40])[OH:41].[CH3:57][N:58]([CH3:59])[c:60]1[cH:61][cH:62][n:63][cH:64][cH:65]1.[CH:42]1([N:43]=[C:44]=[N:45][CH:46]2[CH2:47][CH2:48][CH2:49][CH2:50][CH2:51]2)[CH2:52][CH2:53][CH2:54][CH2:55][CH2:56]1.[Cl:66][CH2:67][Cl:68].[O:1]=[C:2]([C:3]([CH:4]([CH:5]([C:6](=[O:7])[OH:8])[CH3:9])[O:10][Si:11]([CH2:12][CH3:13])([CH2:14][CH3:15])[CH2:16][CH3:17])([CH3:18])[CH3:19])[CH:20]([CH:21]([CH:22]([CH2:23][CH:24]=[CH2:25])[CH3:26])[O:27][C:28](=[O:29])[O:30][CH2:31][C:32]([Cl:33])([Cl:34])[Cl:35])[CH3:36]>>[O:1]=[C:2]([C:3]([CH:4]([CH:5]([C:6](=[O:7])[O:8][C:38]([CH3:37])([CH3:39])[CH3:40])[CH3:9])[O:10][Si:11]([CH2:12][CH3:13])([CH2:14][CH3:15])[CH2:16][CH3:17])([CH3:18])[CH3:19])[CH:20]([CH:21]([CH:22]([CH2:23][CH:24]=[CH2:25])[CH3:26])[O:27][C:28](=[O:29])[O:30][CH2:31][C:32]([Cl:33])([Cl:34])[Cl:35])[CH3:36]. The reactants are CC1(OCCO1)CCCCN1N=C(C=C1)N (1-[4-(2-methyl-[1,3]dioxolan-2-yl)-butyl]-1H-pyrazol-3-ylamine), FC(C1=CC=C(C=C1)/C=C/C(=O)O)(F)F ((E)-3-(4-trifluoromethyl-phenyl)-acrylic acid). The product is O=C(CCCCN1N=C(C=C1)NC(\C=C\C1=CC=C(C=C1)C(F)(F)F)=O)C ((E)-N-[1-(5-Oxo-hexyl)-1H-pyrazol-3-yl]-3-(4-trifluoromethyl-phenyl)-acrylamide). RXN SMILES: [CH3:1][C:2]1([CH2:7][CH2:8][CH2:9][CH2:10][N:11]2[CH:15]=[CH:14][C:13]([NH2:16])=[N:12]2)[O:6]CCO1.[F:17][C:18]([F:31])([F:30])[C:19]1[CH:24]=[CH:23][C:22](/[CH:25]=[CH:26]/[C:27](O)=[O:28])=[CH:21][CH:20]=1>>[O:6]=[C:2]([CH3:1])[CH2:7][CH2:8][CH2:9][CH2:10][N:11]1[CH:15]=[CH:14][C:13]([NH:16][C:27](=[O:28])/[CH:26]=[CH:25]/[C:22]2[CH:21]=[CH:20][C:19]([C:18]([F:30])([F:31])[F:17])=[CH:24][CH:23]=2)=[N:12]1. Procedure details: Following general procedure B followed by either C or D, starting from 1-[4-(2-methyl-[1,3]dioxolan-2-yl)-butyl]-1H-pyrazol-3-ylamine and (E)-3-(4-trifluoromethyl-phenyl)-acrylic acid. The reactants are COC1=C(NC2=NC=CC=C21)C (3-methoxy-2-methylpyrrolo[2,3-b]pyridine), C(C(=O)C1=CC=CC=C1)Cl (phenacyl chloride). Run in C(C)#N (acetonitrile). Yields the product Cl.COC1=C(N=C2N(C=CC=C21)CC(=O)C2=CC=CC=C2)C (3-Methoxy-2-methyl-7-phenacyl pyrrolo[2,3-b]pyridine. Hydrochloride). Yield: 34.3%. RXN SMILES: [CH3:1][O:2][C:3]1[C:11]2[C:6](=[N:7][CH:8]=[CH:9][CH:10]=2)[NH:5][C:4]=1[CH3:12].[CH2:13]([Cl:22])[C:14]([C:16]1[CH:21]=[CH:20][CH:19]=[CH:18][CH:17]=1)=[O:15]>C(#N)C>[ClH:22].[CH3:1][O:2][C:3]1[C:11]2[C:6]([N:7]([CH2:13][C:14]([C:16]3[CH:21]=[CH:20][CH:19]=[CH:18][CH:17]=3)=[O:15])[CH:8]=[CH:9][CH:10]=2)=[N:5][C:4]=1[CH3:12] |f:3.4|. Reported procedure: A solution of 0,75 g (4,6 mmol) 3-methoxy-2-methylpyrrolo[2,3-b]pyridine and 0,75 g (4,8 mmol) phenacyl chloride in 50 ml acetonitrile was refluxed for 14 h. Working up in the same manner as ex. 17 gave 0,5 g (34%) of the desired product. The reactants are O=C([O-])O, COc1ccc(CN(Cc2ccc(OC)cc2)c2nc(C)nc(-c3cccnc3Nc3ccc(NC(=O)Nc4ccccc4)nc3)n2)cc1, O=C(O)C(F)(F)F, [Na+], O=S(=O)(O)C(F)(F)F. Product: Cc1nc(N)nc(-c2cccnc2Nc2ccc(NC(=O)Nc3ccccc3)nc2)n1. Reaction SMILES: [C:58](=[O:59])([OH:60])[O-:61].[CH3:1][O:2][c:3]1[cH:4][cH:5][c:6]([CH2:7][N:8]([c:9]2[n:10][c:11](-[c:16]3[c:17]([NH:22][c:23]4[cH:24][cH:25][c:26]([NH:29][C:30](=[O:31])[NH:32][c:33]5[cH:34][cH:35][cH:36][cH:37][cH:38]5)[n:27][cH:28]4)[n:18][cH:19][cH:20][cH:21]3)[n:12][c:13]([CH3:15])[n:14]2)[CH2:39][c:40]2[cH:41][cH:42][c:43]([O:44][CH3:45])[cH:46][cH:47]2)[cH:48][cH:49]1.[F:63][C:64]([F:65])([F:66])[C:67]([OH:68])=[O:69].[Na+:62].[OH:50][S:51]([C:52]([F:53])([F:54])[F:55])(=[O:56])=[O:57]>>[NH2:8][c:9]1[n:10][c:11](-[c:16]2[c:17]([NH:22][c:23]3[cH:24][cH:25][c:26]([NH:29][C:30](=[O:31])[NH:32][c:33]4[cH:34][cH:35][cH:36][cH:37][cH:38]4)[n:27][cH:28]3)[n:18][cH:19][cH:20][cH:21]2)[n:12][c:13]([CH3:15])[n:14]1. The reactants are NC1=NC=2C=C(C=CC2C2=C1N=C(N2CC(C)(C)O)CC)CCC(=O)O (3-[4-amino-2-ethyl-1-(2-hydroxy-2-methylpropyl)-1H-imidazo[4,5-c]quinolin-7-yl]propanoic acid), ON1N=NC2=C1C=CC=C2 (1-hydroxybenzotriazole), S1CNCC1 (thiazolidine), CN(CCCN=C=NCC)C (1-(3-dimethylaminopropyl)-3-ethylcarbodiimide). Run in N1=CC=CC=C1 (pyridine). Run at time 15 minute. Product: NC1=NC=2C=C(C=CC2C2=C1N=C(N2CC(C)(O)C)CC)CCC(N2CSCC2)=O (1-{4-amino-2-ethyl-7-[3-oxo-3-(1,3-thiazolidin-3-yl)propyl]-1H-imidazo[4,5-c]quinolin-1-yl}-2-methylpropan-2-ol). Yield: 86.2%. RXN SMILES: [NH2:1][C:2]1[C:11]2[N:12]=[C:13]([CH2:20][CH3:21])[N:14]([CH2:15][C:16]([OH:19])([CH3:18])[CH3:17])[C:10]=2[C:9]2[CH:8]=[CH:7][C:6]([CH2:22][CH2:23][C:24]([OH:26])=O)=[CH:5][C:4]=2[N:3]=1.ON1C2C=CC=CC=2N=N1.CN(C)CCCN=C=NCC.[S:48]1[CH2:52][CH2:51][NH:50][CH2:49]1>N1C=CC=CC=1>[NH2:1][C:2]1[C:11]2[N:12]=[C:13]([CH2:20][CH3:21])[N:14]([CH2:15][C:16]([CH3:17])([OH:19])[CH3:18])[C:10]=2[C:9]2[CH:8]=[CH:7][C:6]([CH2:22][CH2:23][C:24](=[O:26])[N:50]3[CH2:51][CH2:52][S:48][CH2:49]3)=[CH:5][C:4]=2[N:3]=1. Procedure details: A round bottom flask, equipped with a stir bar, was charged with 3-[4-amino-2-ethyl-1-(2-hydroxy-2-methylpropyl)-1H-imidazo[4,5-c]quinolin-7-yl]propanoic acid (500 mg, 1.40 mmol), anhydrous pyridine (50 mL) and 1-hydroxybenzotriazole (379 mg, 2.80 mmol). After 30 minutes of stirring 1-(3-dimethylaminopropyl)-3-ethylcarbodiimide (537 mg, 2.80 mmol) was added to the reaction mixture in two portions. After 15 minutes, thiazolidine (250 mg, 2.80 mmol) was added in one portion. The pale yellow soluti... Starting materials: O (water), C(C=C)#N (acrylonitrile), C(C)(=O)OC=1C(=C(C=O)C=CC1)Cl (3-acetoxy-2-chlorobenzaldehyde), [C-]#N.[Na+] (sodium cyanide). The solvent is CN(C=O)C (dimethylformamide), CN(C=O)C (dimethylformamide). Run at temperature 35 celsius, time 4 hour. The product is C(C)(=O)OC=1C(=C(C(=O)CCC#N)C=CC1)Cl (3-(3-acetoxy-2-chlorobenzoyl)propionitrile). Reaction SMILES: [C:1](#[N:4])[CH:2]=[CH2:3].[C:5]([O:8][C:9]1[C:10]([Cl:17])=[C:11]([CH:14]=[CH:15][CH:16]=1)[CH:12]=[O:13])(=[O:7])[CH3:6].[C-]#N.[Na+].O>CN(C)C=O>[C:5]([O:8][C:9]1[C:10]([Cl:17])=[C:11]([CH:14]=[CH:15][CH:16]=1)[C:12]([CH2:3][CH2:2][C:1]#[N:4])=[O:13])(=[O:7])[CH3:6] |f:2.3|. Reported procedure: A solution of redistilled acrylonitrile (20 g, 0.375 mole) in dimethylformamide (100 ml) was added dropwise to a stirred solution of 3-acetoxy-2-chlorobenzaldehyde (99.2 g, 0.5 mole) and sodium cyanide (12.25 g, 0.25 mole) in dimethylformamide (250 ml) at 35° C during 30 minutes. The mixture was stirred at 35° C for 4 hours, then poured into twice its own volume of water and the mixture was extracted with chloroform. The washed and dried extract was evaporated to give 3-(3-acetoxy-2-chlorobenzoy...